From a dataset of the Open Reaction Database (ORD), a public repository of structured organic reaction records. describe an organic reaction: reactants, conditions, products, and yield Starting materials: [BH4-], CC(=O)O, CCO, ClC(Cl)Cl, [Na+], COc1ccc2c3c1OC1C(=O)C(COS(=O)(=O)c4ccc(C)cc4)(COS(=O)(=O)c4ccc(C)cc4)CC4C(C2)N(C)CCC314. Product: COc1ccc2c3c1OC1C(O)C(COS(=O)(=O)c4ccc(C)cc4)(COS(=O)(=O)c4ccc(C)cc4)CC4C(C2)N(C)CCC341. Reaction SMILES: [BH4-:47].[C:49]([OH:50])(=[O:51])[CH3:52].[CH3:53][CH2:54][OH:55].[Cl:56][CH:57]([Cl:58])[Cl:59].[Na+:48].[S:1](=[O:2])(=[O:3])([c:4]1[cH:5][cH:6][c:7]([CH3:8])[cH:9][cH:10]1)[O:11][CH2:12][C:13]1([CH2:35][O:36][S:37](=[O:38])(=[O:39])[c:40]2[cH:41][cH:42][c:43]([CH3:44])[cH:45][cH:46]2)[C:14](=[O:34])[CH:15]2[C:16]34[c:17]5[c:18]([c:19]([O:31][CH3:32])[cH:20][cH:21][c:22]5[CH2:23][CH:24]([CH:25]3[CH2:26]1)[N:27]([CH3:30])[CH2:28][CH2:29]4)[O:33]2>>[S:1](=[O:2])(=[O:3])([c:4]1[cH:5][cH:6][c:7]([CH3:8])[cH:9][cH:10]1)[O:11][CH2:12][C:13]1([CH2:35][O:36][S:37](=[O:38])(=[O:39])[c:40]2[cH:41][cH:42][c:43]([CH3:44])[cH:45][cH:46]2)[CH:14]([OH:34])[CH:15]2[C:16]34[c:17]5[c:18]([c:19]([O:31][CH3:32])[cH:20][cH:21][c:22]5[CH2:23][CH:24]([CH:25]3[CH2:26]1)[N:27]([CH3:30])[CH2:28][CH2:29]4)[O:33]2. Reaction SMILES: [OH:1][CH2:2][C:3]1([CH2:22][OH:23])[C:7](=[O:8])[N:6]([C:9]2[CH:16]=[CH:15][C:12]([C:13]#[N:14])=[C:11]([C:17]([F:20])([F:19])[F:18])[CH:10]=2)[C:5](=[O:21])[NH:4]1.[O:24]1[CH:29]=[CH:28][CH2:27][CH2:26][CH2:25]1.[C:30]1(C)[C:31](S(O)(=O)=O)=[CH:32][CH:33]=C[CH:35]=1.C(=O)(O)[O-:42].[Na+]>C(Cl)(Cl)Cl.C(N(CC)CC)C.O.O1CCCC1>[O:24]1[CH2:25][CH2:26][CH2:27][CH2:28][CH:29]1[O:23][CH2:22][C:3]1([CH2:2][O:1][CH:33]2[CH2:32][CH2:31][CH2:30][CH2:35][O:42]2)[C:7](=[O:8])[N:6]([C:9]2[CH:16]=[CH:15][C:12]([C:13]#[N:14])=[C:11]([C:17]([F:18])([F:20])[F:19])[CH:10]=2)[C:5](=[O:21])[NH:4]1 |f:3.4|. Reported procedure: 331 mg of the product obtained in Stage 4 above, 4 ml of tetrahydrofuran, 1 ml of 3,4-dihydro-2H-pyran and 16 mg of p. toluene sulphonic acid, and H2O are introduced. After 35 minutes, the reaction medium is poured into 10 ml of sodium bicarbonate+1 ml of triethylamine and extraction is carried out with 3×10 ml of chloroform, the extracts are washed with a saturated aqueous solution of sodium chloride, dried and evaporated to dryness. After chromatography on silica, eluting with methylene chlori... Solvent: O (H2O), C(C)N(CC)CC (triethylamine), C(Cl)(Cl)Cl (chloroform), O1CCCC1 (tetrahydrofuran). Product: O1C(CCCC1)OCC1(NC(N(C1=O)C1=CC(=C(C#N)C=C1)C(F)(F)F)=O)COC1OCCCC1 (4-[4,4-bis[[(tetrahydro-2H-pyran-2-yl)oxy]methyl]-2,5-dioxo-1-imidazolidinyl]-2-(trifluoromethyl)-benzonitrile). Starting materials: C=1(C(=CC=CC1)S(=O)(=O)O)C (toluene sulphonic acid), C([O-])(O)=O.[Na+] (sodium bicarbonate), OCC1(NC(N(C1=O)C1=CC(=C(C#N)C=C1)C(F)(F)F)=O)CO (4-(4,4-bis(hydroxymethyl)-2,5-dioxo-1-imidazolidinyl)-2-(trifluoromethyl)-benzonitrile), O1CCCC=C1 (3,4-dihydro-2H-pyran). Conditions: time 35 minute. The reactants are CC(C)C1=CC2=C(N=C3N(C2=O)C=C(C=C3)C(=O)O)S1 (2-(1-methylethyl)-4-oxo-4H-pyrido[1,2-a]thieno[2,3-d]pyrimidine-7-carboxylic acid), C(C)O (ethanol), Cl (hydrogen chloride). Conditions: temperature 128 celsius. The product is CC(C)C1=CC2=C(N=C3N(C2=O)C=C(C=C3)C(=O)OCC)S1 (2-(1-methylethyl)-4-oxo-4H-pyrido[1,2-a]thieno[2,3-d]pyrimidine-7-carboxylic acid, ethyl ester). As a reaction SMILES: [CH3:1][CH:2]([C:4]1[S:20][C:7]2[N:8]=[C:9]3[CH:16]=[CH:15][C:14]([C:17]([OH:19])=[O:18])=[CH:13][N:10]3[C:11](=[O:12])[C:6]=2[CH:5]=1)[CH3:3].Cl.[CH2:22](O)[CH3:23]>>[CH3:3][CH:2]([C:4]1[S:20][C:7]2[N:8]=[C:9]3[CH:16]=[CH:15][C:14]([C:17]([O:19][CH2:22][CH3:23])=[O:18])=[CH:13][N:10]3[C:11](=[O:12])[C:6]=2[CH:5]=1)[CH3:1]. Procedure: A cooled suspension of 1.4 g (0.00486 mol) of 2-(1-methylethyl)-4-oxo-4H-pyrido[1,2-a]thieno[2,3-d]pyrimidin-7-carboxylic acid (Example 18) in 150 ml of ethanol is saturated with hydrogen chloride. The mixture is stirred and refluxed in a wax bath at 128° C. for eighteen hours under nitrogen. The ethanol is evaporated in vacuo to give 0.43 g of 2-(1-methylethyl)-4-oxo-4H-pyrido[1,2-a]thieno[2,3-d]pyrimidine-7-carboxylic acid, ethyl ester; mp 122°-123° L C. after recrystallization from absolute e... Starting materials: E1, ClC=1C=C2N(C(N1)=O)CCN2C (7-chloro-1-methyl-2,3-dih-ydroimidazo[1,2-c]pyrimidin-5(1H)-one), FC1=C(OC2=CC(=C(C#N)C=C2)C(F)(F)F)C(=CC(=C1)CO)F (4-(2,6-difluoro-4-(hydroxymethyl)phenoxy)-2-(trifluoromethyl)benzonitrile), [H-].[Na+] (sodium hydride). Solvent: CN(C)C=O (DMF). Product: FC1=C(OC2=CC(=C(C#N)C=C2)C(F)(F)F)C(=CC(=C1)COC=1C=C2N(C(N1)=O)CCN2C)F (4-(2,6-difluoro-4-(((1-methyl-5-oxo-1,2,3,5-tetrahydroimidazo[1,2-c]pyrimidin-7-yl)oxy)methyl)phenoxy)-2-(trifluoromethyl)benzonitrile). Reaction SMILES: [F:1][C:2]1[CH:20]=[C:19]([CH2:21][OH:22])[CH:18]=[C:17]([F:23])[C:3]=1[O:4][C:5]1[CH:12]=[CH:11][C:8]([C:9]#[N:10])=[C:7]([C:13]([F:16])([F:15])[F:14])[CH:6]=1.[H-].[Na+].Cl[C:27]1[CH:28]=[C:29]2[N:36]([CH3:37])[CH2:35][CH2:34][N:30]2[C:31](=[O:33])[N:32]=1>CN(C=O)C>[F:1][C:2]1[CH:20]=[C:19]([CH2:21][O:22][C:27]2[CH:28]=[C:29]3[N:36]([CH3:37])[CH2:35][CH2:34][N:30]3[C:31](=[O:33])[N:32]=2)[CH:18]=[C:17]([F:23])[C:3]=1[O:4][C:5]1[CH:12]=[CH:11][C:8]([C:9]#[N:10])=[C:7]([C:13]([F:15])([F:16])[F:14])[CH:6]=1 |f:1.2|. Procedure details: Prepared in a manner similar to that described for E1 using 4-(2,6-difluoro-4-(hydroxymethyl)phenoxy)-2-(trifluoromethyl)benzonitrile (280 mg, 0.850 mmol) in DMF (5 mL), sodium hydride (61.2 mg, 2.55 mmol) and 7-chloro-1-methyl-2,3-dih-ydroimidazo[1,2-c]pyrimidin-5(1H)-one (158 mg, 0.850 mmol). Reactants: ClC=1C=C(CC=2NC(C(=C(N2)SC)C#N)=O)C=CC1 (2-(3-chlorobenzyl)-4-(methylsulphanyl)-6-oxo-1,6-dihydropyrimidine-5-carbonitrile), N1CCCC1 (pyrrolidine). The product is ClC=1C=C(CC=2NC(C(=C(N2)N2CCCC2)C#N)=O)C=CC1 (2-(3-Chlorobenzyl)-6-oxo-4-(1-pyrrolidinyl)-1,6-dihydropyrimidine-5-carbonitrile). RXN SMILES: [Cl:1][C:2]1[CH:3]=[C:4]([CH:17]=[CH:18][CH:19]=1)[CH2:5][C:6]1[NH:7][C:8](=[O:16])[C:9]([C:14]#[N:15])=[C:10](SC)[N:11]=1.[NH:20]1[CH2:24][CH2:23][CH2:22][CH2:21]1>>[Cl:1][C:2]1[CH:3]=[C:4]([CH:17]=[CH:18][CH:19]=1)[CH2:5][C:6]1[NH:7][C:8](=[O:16])[C:9]([C:14]#[N:15])=[C:10]([N:20]2[CH2:24][CH2:23][CH2:22][CH2:21]2)[N:11]=1. Procedure details: In analogy to the preparation of Example 1, 100 mg (0.34 mmol) of 2-(3-chlorobenzyl)-4-(methylsulphanyl)-6-oxo-1,6-dihydropyrimidine-5-carbonitrile are reacted with 244 mg (3.43 mmol) of pyrrolidine to give 29 mg (27% of theory) of the title compound. Reactants: ClC(C(=O)OCC)=O (Ethyl chlorooxoacetate), C(C)(C)(C)C1=CC=C(C=C1)NC(=S)NC(C(C)(C)C)C (1-(4-tert-butyl-phenyl)-3-(1,2,2-trimethylpropyl)-thiourea). Solvent: ClCCl (dichloromethane). Run at time 8 hour. Product: C(C)(C)(C)C1=CC=C(C=C1)N1C(N(C(C1=O)=O)C(C(C)(C)C)C)=S (1-(4-tert-butyl-phenyl)-2-thioxo-3-(1,2,2-trimethyl-propyl)-imidazolidine-4,5-dione). Yield: 64.3%. As a reaction SMILES: Cl[C:2](=[O:8])[C:3]([O:5]CC)=O.[C:9]([C:13]1[CH:18]=[CH:17][C:16]([NH:19][C:20]([NH:22][CH:23]([CH3:28])[C:24]([CH3:27])([CH3:26])[CH3:25])=[S:21])=[CH:15][CH:14]=1)([CH3:12])([CH3:11])[CH3:10]>ClCCl>[C:9]([C:13]1[CH:18]=[CH:17][C:16]([N:19]2[C:2](=[O:8])[C:3](=[O:5])[N:22]([CH:23]([CH3:28])[C:24]([CH3:27])([CH3:26])[CH3:25])[C:20]2=[S:21])=[CH:15][CH:14]=1)([CH3:12])([CH3:11])[CH3:10]. Reported procedure: Ethyl chlorooxoacetate (0.46 mL, 4.10 mmol) was added to a stirring solution of the above thiourea (0.80 g, 2.74 mmol) in dichloromethane (15 mL) and the resulting mixture was stirred overnight at room temperature. Concentration, trituration of the residue with diethyl ether, and recrystallization from boiling methanol afforded 0.61 g (64%) of 1-(4-tert-butyl-phenyl)-2-thioxo-3-(1,2,2-trimethyl-propyl)-imidazolidine-4,5-dione as a yellow solid: mp 208.9–209.5° C.; 1H NMR (DMSO-d6): δ 7.52 (d, 2H...